Dataset: the Open Reaction Database (ORD), a public repository of structured organic reaction records. Task: describe an organic reaction: reactants, conditions, products, and yield Starting materials: O=C1C2=CC=CC=C2OC=2C(=CC=CC12)C(=O)O (9-Oxo-9H-xanthene-4-carboxylic acid), NC1=CC=CC=C1 (aniline), [OH-].[NH4+] (ammonium hydroxide). The product is C1(=CC=CC=C1)NC(=O)C1=CC=CC=2C(C3=CC=CC=C3OC12)=C1CC2CCC(C1)N2 (9-(8-Azabicyclo[3.2.1]oct-3-ylidene)-9H-xanthene-4-carboxylic acid phenylamide). As a reaction SMILES: O=[C:2]1[C:15]2[CH:14]=[CH:13][CH:12]=[C:11]([C:16](O)=[O:17])[C:10]=2[O:9][C:8]2[C:3]1=[CH:4][CH:5]=[CH:6][CH:7]=2.[NH2:19][C:20]1[CH:25]=[CH:24][CH:23]=[CH:22][CH:21]=1.[OH-].[NH4+:27]>>[C:20]1([NH:19][C:16]([C:11]2[C:10]3[O:9][C:8]4[C:7](=[CH:15][CH:2]=[CH:3][CH:4]=4)[C:2](=[C:3]4[CH2:7][CH:6]5[NH:27][CH:5]([CH2:6][CH2:5]5)[CH2:4]4)[C:15]=3[CH:14]=[CH:13][CH:12]=2)=[O:17])[CH:25]=[CH:24][CH:23]=[CH:22][CH:21]=1 |f:2.3|. Procedure: Using an adaptation of the method described in Procedures 25 and 33, substituting 3-(4-carboxyxanthen-9-ylidene)-8-azabicyclo[3.2.1]octane-8-carboxylic acid tert-butyl ester 2m for 9-oxo-9H-xanthene-4-carboxylic acid 5j and aniline for ammonium hydroxide in Procedure 25, the title compound 12 was obtained. The reactants are OCCCNC(CCCCCCCCCCCCCCC)=O (N-(3-hydroxypropyl) hexadecanamide), CN1CCOCC1 (N-methylmorpholine), ClC(=O)OCC (ethyl chloroformate). Run in O1CCCC1 (tetrahydrofuran). Yields the product C(C)OC(=O)OCCCNC(CCCCCCCCCCCCCCC)=O (N-[3-(ethoxycarbonyl)oxypropyl]hexadecanamide). RXN SMILES: [OH:1][CH2:2][CH2:3][CH2:4][NH:5][C:6](=[O:22])[CH2:7][CH2:8][CH2:9][CH2:10][CH2:11][CH2:12][CH2:13][CH2:14][CH2:15][CH2:16][CH2:17][CH2:18][CH2:19][CH2:20][CH3:21].CN1CCOCC1.Cl[C:31]([O:33][CH2:34][CH3:35])=[O:32]>O1CCCC1>[CH2:34]([O:33][C:31]([O:1][CH2:2][CH2:3][CH2:4][NH:5][C:6](=[O:22])[CH2:7][CH2:8][CH2:9][CH2:10][CH2:11][CH2:12][CH2:13][CH2:14][CH2:15][CH2:16][CH2:17][CH2:18][CH2:19][CH2:20][CH3:21])=[O:32])[CH3:35]. Reported procedure: 3.14 g of N-(3-hydroxypropyl) hexadecanamide (10 mmoles) was suspended in 75 ml of tetrahydrofuran (THF) at 45° C. with stirring. 1.11 g of N-methylmorpholine (11 mmoles) and 1.19 g of ethyl chloroformate (11 mmoles) were added and the resulting mixture was stirred for a further 3 hours at ambient temperature. The mixture was then evaporated to dryness under vacuum. The residue was taken up with 50 ml of water and extracted 3 times with 30 ml of ethyl acetate; the organic phases were washed twic...